This data is from the Open Reaction Database (ORD), a public repository of structured organic reaction records. The task is: describe an organic reaction: reactants, conditions, products, and yield The product is N#Cc1c(N2CCc3ccccc3CC2)nc(CCO)n(CCO)c1=O. Reaction SMILES: [CH3:34][OH:35].[ClH:33].[OH:1][CH2:2][CH2:3][n:4]1[c:5]([CH2:24][CH2:25][O:26][CH:27]2[CH2:28][CH2:29][CH2:30][CH2:31][O:32]2)[n:6][c:7]([N:13]2[CH2:14][CH2:15][c:16]3[c:17]([cH:20][cH:21][cH:22][cH:23]3)[CH2:18][CH2:19]2)[c:8]([C:11]#[N:12])[c:9]1=[O:10]>>[OH:1][CH2:2][CH2:3][n:4]1[c:5]([CH2:24][CH2:25][OH:26])[n:6][c:7]([N:13]2[CH2:14][CH2:15][c:16]3[c:17]([cH:20][cH:21][cH:22][cH:23]3)[CH2:18][CH2:19]2)[c:8]([C:11]#[N:12])[c:9]1=[O:10]. Starting materials: CO, Cl, N#Cc1c(N2CCc3ccccc3CC2)nc(CCOC2CCCCO2)n(CCO)c1=O. Starting materials: O1CC=CC2=C1C=CC(=C2)C=2N(C(SC2C(C(=O)OC)O)=O)C (methyl (4-1-benzopyran-6-yl-3-methyl-2-oxo-2,3-dihydro-thiazol-5-yl)-hydroxy-acetate). Reagents/catalysts: [Ag]=O (silver oxide). The solvent is ClCCl (dichloromethane), C(C)(C)(C)Br (tert-butyl bromide). Yields the product O1CC=CC2=C1C=CC(=C2)C=2N(C(SC2C(C(=O)OC)OC(C)(C)C)=O)C (methyl (4-1-benzopyran-6-yl-3-methyl-2-oxo-2,3-dihydro-thiazol-5-yl)-tert-butoxy-acetate). The yield is 58.4%. Reaction SMILES: [O:1]1[C:6]2[CH:7]=[CH:8][C:9]([C:11]3[N:12]([CH3:23])[C:13](=[O:22])[S:14][C:15]=3[CH:16]([OH:21])[C:17]([O:19][CH3:20])=[O:18])=[CH:10][C:5]=2[CH:4]=[CH:3][CH2:2]1>ClCCl.C(Br)(C)(C)C.[Ag]=O>[O:1]1[C:6]2[CH:7]=[CH:8][C:9]([C:11]3[N:12]([CH3:23])[C:13](=[O:22])[S:14][C:15]=3[CH:16]([O:21][C:5]([CH3:10])([CH3:6])[CH3:4])[C:17]([O:19][CH3:20])=[O:18])=[CH:10][C:5]=2[CH:4]=[CH:3][CH2:2]1. Reported procedure: At room temperature, a solution of methyl (4-1-benzopyran-6-yl-3-methyl-2-oxo-2,3-dihydro-thiazol-5-yl)-hydroxy-acetate (33d) (84 mg, 0.25 mmol) and silver oxide (580 mg, 2.5 mmol) in dichloromethane (500 μL) and tert-butyl bromide (5 mL) was stirred for 8 hours. The mixture was then filtered and concentrated. The crude product was purified by flash chromatography on silica gel (dichloromethane/ethyl acetate 90/10) to afford the desired product (33e) as a white solid (29 mg, 0.073 mmol, 29%). The reactants are 3.2, C([O-])([O-])=O.[K+].[K+] (potassium carbonate), OC=1C=CC=C2C=CC=NC12 (8-hydroxyquinoline), FC=1C=C(C=C(C1)F)C=1C=CC(N(N1)CC1=CC(=CC=C1)I)=O (6-(3,5-difluorophenyl)-2-(3-iodobenzyl)-2H-pyridazin-3-one), CC=1C=CC(NN1)=O (6-methylpyridazin-3(2H)-one), N (ammonia). The reagents and catalysts are [Cu]I (copper(I) iodide). Run in CN(C)C=O (DMF), C(C)(=O)OCC (ethyl acetate). Conditions: temperature 120 celsius. The product is FC=1C=C(C=C(C1)F)C1=NN(C(C=C1)=O)CC=1C=C(C=CC1)N1N=C(C=CC1=O)C (1-{3-[3-(3,5-difluorophenyl)-6-oxo-6H-pyridazin-1-ylmethyl]phenyl}-3-methyl-6H-pyridazin-6-one). Reaction SMILES: C(=O)([O-])[O-].[K+].[K+].OC1C=CC=C2C=1N=CC=C2.[F:18][C:19]1[CH:20]=[C:21]([C:26]2[CH:27]=[CH:28][C:29](=[O:40])[N:30]([CH2:32][C:33]3[CH:38]=[CH:37][CH:36]=[C:35](I)[CH:34]=3)[N:31]=2)[CH:22]=[C:23]([F:25])[CH:24]=1.[CH3:41][C:42]1[CH:43]=[CH:44][C:45](=[O:48])[NH:46][N:47]=1.N>CN(C=O)C.[Cu]I.C(OCC)(=O)C>[F:18][C:19]1[CH:20]=[C:21]([C:26]2[CH:27]=[CH:28][C:29](=[O:40])[N:30]([CH2:32][C:33]3[CH:34]=[C:35]([N:46]4[C:45](=[O:48])[CH:44]=[CH:43][C:42]([CH3:41])=[N:47]4)[CH:36]=[CH:37][CH:38]=3)[N:31]=2)[CH:22]=[C:23]([F:25])[CH:24]=1 |f:0.1.2|. Procedure: 3.2 14.3 mg (0.08 mmol) of copper(I) iodide, 76 mg (0.55 mmol) of potassium carbonate and 11 mg (0.08 mmol) of 8-hydroxyquinoline are added to a solution of 212 mg (0.50 mmol) of 6-(3,5-difluorophenyl)-2-(3-iodobenzyl)-2H-pyridazin-3-one and 55.1 mg (0.5 mmol) of 6-methylpyridazin-3(2H)-one in 2 ml of DMF, and the mixture is heated at 120° C. for 24 hours. The reaction mixture is allowed to cool, and 10% aqueous ammonia solution and ethyl acetate are added. The resultant precipitate is filtered ... The reactants are O1C(OCC1)C(C)[C@H]1CC[C@H]2C3=CC=C4C[C@H](C[C@@H]([C@]4(C)[C@H]3CC[C@]12C)O)O (20-(1,3-dioxolan-2-yl)-pregna-5,7-diene-1α,3β-diol), CC1(COC(OC1)C(C)[C@H]1CC[C@H]2C3=CC=C4C[C@H](C[C@@H]([C@]4(C)[C@H]3CC[C@]12C)O)O)C (20-(5,5-dimethyl-1,3-dioxan-2-yl)pregna-5,7-diene-1α,3β-diol). Product: O[C@H]1C[C@@H](CC2=CC=C3[C@@H]4CC[C@H](C(C)C=O)[C@]4(CC[C@@H]3[C@@]12C)C)O (1α,3β-dihydroxypregna-5,7-diene-20-carbaldehyde). Isolated yield 78.4%. As a reaction SMILES: [O:1]1CCO[CH:2]1[CH:6]([C@@H:8]1[C@:25]2([CH3:26])[C@H:11]([C:12]3[C@H:22]([CH2:23][CH2:24]2)[C@:20]2([CH3:21])[C:15]([CH2:16][C@@H:17]([OH:28])[CH2:18][C@@H:19]2[OH:27])=[CH:14][CH:13]=3)[CH2:10][CH2:9]1)[CH3:7].CC1(C)COC(C([C@@H]2[C@]3(C)[C@H](C4[C@H](CC3)[C@]3(C)C(C[C@@H](O)C[C@@H]3O)=CC=4)CC2)C)OC1>>[OH:27][C@@H:19]1[C@@:20]2([CH3:21])[C:15](=[CH:14][CH:13]=[C:12]3[C@@H:22]2[CH2:23][CH2:24][C@@:25]2([CH3:26])[C@H:11]3[CH2:10][CH2:9][C@@H:8]2[CH:6]([CH:2]=[O:1])[CH3:7])[CH2:16][C@@H:17]([OH:28])[CH2:18]1. Reported procedure: The procedure of Example 25 was repeated except that 3.9 mg (0.010 mmole) of 20-(1,3-dioxolan-2-yl)-pregna-5,7-diene-1α,3β-diol was used in lieu of 4.3 mg of 20-(5,5-dimethyl-1,3-dioxan-2-yl)pregna-5,7-diene-1α,3β-diol to give 2.7 mg of 1α,3β-dihydroxypregna-5,7-diene-20-carbaldehyde (yield: 78%).